From a dataset of the Open Reaction Database (ORD), a public repository of structured organic reaction records. describe an organic reaction: reactants, conditions, products, and yield The reactants are CC(=O)SCC(CCCN)C(=O)N1CCCC1C(=O)O, N, O=C([O-])C(F)(F)F, O. Yields the product NCCCC(CS)C(=O)N1CCCC1C(=O)O. RXN SMILES: [C:1](=[O:2])([CH3:3])[S:4][CH2:5][CH:6]([C:7](=[O:8])[N:9]1[CH:10]([C:11](=[O:12])[OH:13])[CH2:14][CH2:15][CH2:16]1)[CH2:17][CH2:18][CH2:19][NH2:20].[NH3:29].[O-:21][C:22]([C:23]([F:24])([F:25])[F:26])=[O:27].[OH2:28]>>[SH:4][CH2:5][CH:6]([C:7](=[O:8])[N:9]1[CH:10]([C:11](=[O:12])[OH:13])[CH2:14][CH2:15][CH2:16]1)[CH2:17][CH2:18][CH2:19][NH2:20]. Reactants: Nc1ncc(Br)cn1, CC(=O)Cl, ClCCl, Cc1cccc(C)n1. Product: CC(=O)Nc1ncc(Br)cn1. As a reaction SMILES: [Br:1][c:2]1[cH:3][n:4][c:5]([NH2:8])[n:6][cH:7]1.[CH3:17][C:18]([Cl:19])=[O:20].[Cl:21][CH2:22][Cl:23].[n:9]1[c:10]([CH3:11])[cH:12][cH:13][cH:14][c:15]1[CH3:16]>>[Br:1][c:2]1[cH:3][n:4][c:5]([NH:8][C:18]([CH3:17])=[O:20])[n:6][cH:7]1. Reactants: CO (methanol), Cl.ON (hydroxyamine hydrochloride), C1(=CC=CC=C1)N1C(=CC2=CC=CC=C12)SCC=CCO (1-Phenyl-2-(4-hydroxy-2-butenylthio)indole). Solvent: N1=CC=CC=C1 (pyridine). Run at time 50 minute. Yields the product ON=CC1CCSC=2N(C3=CC=CC=C3C21)C2=CC=CC=C2 (4-hydroxyiminomethyl-9-phenyl-2,3,4,9-tetrahydrothiopyrano[2,3-b]indole). Isolated yield 84.7%. RXN SMILES: [C:1]1([N:7]2[C:15]3[C:10](=[CH:11][CH:12]=[CH:13][CH:14]=3)[CH:9]=[C:8]2[S:16][CH2:17][CH:18]=[CH:19][CH2:20]O)[CH:6]=[CH:5][CH:4]=[CH:3][CH:2]=1.CO.Cl.[OH:25][NH2:26]>N1C=CC=CC=1>[OH:25][N:26]=[CH:20][CH:19]1[C:9]2[C:10]3[C:15](=[CH:14][CH:13]=[CH:12][CH:11]=3)[N:7]([C:1]3[CH:6]=[CH:5][CH:4]=[CH:3][CH:2]=3)[C:8]=2[S:16][CH2:17][CH2:18]1 |f:2.3|. Procedure details: A solution of the product of the above (2) (3.71 g) in pyridine (75 ml) is heated at 110° C. for 70 minutes. After cooling, methanol (25 ml) and hydroxyamine hydrochloride (2.2 g) are added thereto. The mixture is stirred at room temperature for 50 minutes and evaporated. The residue is acidified with ice-cooled 3 N-hydrochloric acid and extracted with chloroform. The extract is evaporated to give oily residue. The residue is chromatographed on a column of silica gel and eluted with benzene. The... Starting materials: Cc1ccccc1, Cl, O=C(O)CCC(=O)c1ccc(-c2ccc(F)cc2)cc1, O, [Zn]. Yields the product O=C(O)CCCc1ccc(-c2ccc(F)cc2)cc1. Reaction SMILES: [CH3:24][c:25]1[cH:26][cH:27][cH:28][cH:29][cH:30]1.[ClH:2].[F:3][c:4]1[cH:5][cH:6][c:7](-[c:10]2[cH:11][cH:12][c:13]([C:16]([CH2:17][CH2:18][C:19](=[O:20])[OH:21])=[O:22])[cH:14][cH:15]2)[cH:8][cH:9]1.[OH2:1].[Zn:23]>>[F:3][c:4]1[cH:5][cH:6][c:7](-[c:10]2[cH:11][cH:12][c:13]([CH2:16][CH2:17][CH2:18][C:19](=[O:20])[OH:21])[cH:14][cH:15]2)[cH:8][cH:9]1. Reactants: BrC=1C=C2N=CC(=NC2=CC1)N(C)CC1=CC(=C(C=C1)F)C(F)(F)F ((6-Bromo-quinoxalin-2-yl)-(4-fluoro-3-trifluoromethyl-benzyl)-methyl-amine), C(=O)(OC(C)(C)C)N1N=CC(=C1)B1OC(C)(C)C(C)(C)O1 (1-Boc-4-pyrazole boronic acid pinacol ester), C([O-])([O-])=O.[Cs+].[Cs+] (caesium carbonate), [I-].[K+] (potassium iodide). Run in O1CCOCC1 (1,4-dioxane), C(C)(=O)OCC (ethyl acetate). Run at temperature 108 celsius. Yields the product C(C)(C)(C)OC(=O)N1N=CC(=C1)C=1C=C2N=CC(=NC2=CC1)N(C)CC1=CC(=C(C=C1)F)C(F)(F)F (4-{2-[(4-Fluoro-3-trifluoromethyl-benzyl)-methyl-amino]-quinoxalin-6-yl}-pyrazole-1-carboxylic acid tert-butyl ester). RXN SMILES: Br[C:2]1[CH:3]=[C:4]2[C:9](=[CH:10][CH:11]=1)[N:8]=[C:7]([N:12]([CH2:14][C:15]1[CH:20]=[CH:19][C:18]([F:21])=[C:17]([C:22]([F:25])([F:24])[F:23])[CH:16]=1)[CH3:13])[CH:6]=[N:5]2.[C:26]([N:33]1[CH:37]=[C:36](B2OC(C)(C)C(C)(C)O2)[CH:35]=[N:34]1)([O:28][C:29]([CH3:32])([CH3:31])[CH3:30])=[O:27].C(=O)([O-])[O-].[Cs+].[Cs+].[I-].[K+]>O1CCOCC1.C(OCC)(=O)C>[C:29]([O:28][C:26]([N:33]1[CH:37]=[C:36]([C:2]2[CH:3]=[C:4]3[C:9](=[CH:10][CH:11]=2)[N:8]=[C:7]([N:12]([CH2:14][C:15]2[CH:20]=[CH:19][C:18]([F:21])=[C:17]([C:22]([F:24])([F:23])[F:25])[CH:16]=2)[CH3:13])[CH:6]=[N:5]3)[CH:35]=[N:34]1)=[O:27])([CH3:32])([CH3:30])[CH3:31] |f:2.3.4,5.6|. Procedure: A mixture of (6-Bromo-quinoxalin-2-yl)-(4-fluoro-3-trifluoromethyl-benzyl)-methyl-amine (0.35 g, 1 eq, 0.84 mmol), 1-Boc-4-pyrazole boronic acid pinacol ester (0.3 g, 1.2 eq, 1.01 mmol), caesium carbonate (1.1 g, 4.0 eq, 3.3 mmol) and potassium iodide (0.014 g, 0.1 eq, 0.84 mmol) in 1,4-dioxane (15 mL) was degassed at RT under vacuum and then placed under an atmosphere of nitrogen. The process was repeated twice and Fu's catalyst (Bis(tri-tert-butylphosphine)palladium(0)) (0.02 g, 0.05 eq, 0.04 ... The reactants are CC(C)(C)OC(=O)N1CCNCC1, CCOC(C)=O, Cc1ccc(C)n1-c1cc(Cl)ccc1[N+](=O)[O-], CN(C)C=O. Yields the product Cc1ccc(C)n1-c1cc(N2CCN(C(=O)OC(C)(C)C)CC2)ccc1[N+](=O)[O-]. As a reaction SMILES: [C:18]([CH3:19])([CH3:20])([CH3:21])[O:22][C:23](=[O:24])[N:25]1[CH2:26][CH2:27][NH:28][CH2:29][CH2:30]1.[CH3:36][CH2:37][O:38][C:39]([CH3:40])=[O:41].[Cl:1][c:2]1[cH:3][cH:4][c:5]([N+:15](=[O:16])[O-:17])[c:6](-[n:8]2[c:9]([CH3:14])[cH:10][cH:11][c:12]2[CH3:13])[cH:7]1.[O:31]=[CH:32][N:33]([CH3:34])[CH3:35]>>[c:2]1([N:28]2[CH2:27][CH2:26][N:25]([C:23]([O:22][C:18]([CH3:19])([CH3:20])[CH3:21])=[O:24])[CH2:30][CH2:29]2)[cH:3][cH:4][c:5]([N+:15](=[O:16])[O-:17])[c:6](-[n:8]2[c:9]([CH3:14])[cH:10][cH:11][c:12]2[CH3:13])[cH:7]1. Starting materials: CC#N, CO, O=Cc1c(Cl)cccc1Br, [Na+], [Na+], O=C([O-])[O-], Cl[Pd]Cl, c1ccc(P(c2ccccc2)c2ccccc2)cc1, c1ccc(P(c2ccccc2)c2ccccc2)cc1, OB(O)c1ccncc1. Product: O=Cc1c(Cl)cccc1-c1ccncc1. RXN SMILES: [CH3:20][C:21]#[N:22].[CH3:70][OH:71].[Cl:1][c:2]1[c:3]([CH:4]=[O:5])[c:6]([Br:10])[cH:7][cH:8][cH:9]1.[Na+:23].[Na+:24].[O-:25][C:26](=[O:27])[O-:28].[Pd:29]([Cl:30])[Cl:31].[c:32]1([P:33]([c:34]2[cH:35][cH:36][cH:37][cH:38][cH:39]2)[c:40]2[cH:41][cH:42][cH:43][cH:44][cH:45]2)[cH:46][cH:47][cH:48][cH:49][cH:50]1.[c:51]1([P:52]([c:53]2[cH:54][cH:55][cH:56][cH:57][cH:58]2)[c:59]2[cH:60][cH:61][cH:62][cH:63][cH:64]2)[cH:65][cH:66][cH:67][cH:68][cH:69]1.[n:11]1[cH:12][cH:13][c:14]([B:17]([OH:18])[OH:19])[cH:15][cH:16]1>>[Cl:1][c:2]1[c:3]([CH:4]=[O:5])[c:6](-[c:14]2[cH:13][cH:12][n:11][cH:16][cH:15]2)[cH:7][cH:8][cH:9]1. Starting materials: C(C)(C)(C)OC(=O)N1[C@@H](CCC1)C(COC(C)=O)=O ((S)-1-t-butoxycarbonyl-2-(2-acetoxy-1-oxoethyl)-pyrrolidine), FC(C(=O)O)(F)F.C(C)(=O)O (trifluoracetic acid acetic acid). Yields the product FC(C(=O)O)(F)F.C(C)(=O)OCC(=O)[C@H]1NCCC1 ((S)-2-(2-acetoxy-1-oxoethyl)-pyrrolidine trifluoracetate). Reaction SMILES: C(OC([N:8]1[CH2:12][CH2:11][CH2:10][C@H:9]1[C:13](=[O:19])[CH2:14][O:15][C:16](=[O:18])[CH3:17])=O)(C)(C)C.[F:20][C:21]([F:26])([F:25])[C:22]([OH:24])=[O:23].C(O)(=O)C>>[F:20][C:21]([F:26])([F:25])[C:22]([OH:24])=[O:23].[C:16]([O:15][CH2:14][C:13]([C@@H:9]1[CH2:10][CH2:11][CH2:12][NH:8]1)=[O:19])(=[O:18])[CH3:17] |f:1.2,3.4|. Reported procedure: A solution of 1.00 g of the product of Example 2 can be kept in 10 ml of 1:1 trifluoracetic acid-acetic acid at 20° for 30 minutes. The solvents can then be removed under reduced pressure to give (S)-2-(2-acetoxy-1-oxoethyl)-pyrrolidine trifluoracetate. Starting materials: C(C1=CC=CC=C1)N(C=1C=CC2=C(N(C(=N2)CCCC)CC2=CC=C(C=C2)C=2C(=CC=CC2)C(=O)OC(C)(C)C)C1)C (tert.butyl 4'-[(6-(N-benzyl-methylamino)-2-n-butyl-benzimidazol-1-yl)-methyl]biphenyl-2-carboxylate), FC(C(=O)O)(F)F (trifluoroacetic acid). The product is C(C1=CC=CC=C1)N(C=1C=CC2=C(N(C(=N2)CCCC)CC2=CC=C(C=C2)C=2C(=CC=CC2)C(=O)O)C1)C (4'-[(6-(N-Benzyl-methylamino)-2-n-butyl-benzimidazol-1-yl)-methyl]biphenyl-2-carboxylic acid). Reaction SMILES: [CH2:1]([N:8]([CH3:42])[C:9]1[CH:10]=[CH:11][C:12]2[N:16]=[C:15]([CH2:17][CH2:18][CH2:19][CH3:20])[N:14]([CH2:21][C:22]3[CH:27]=[CH:26][C:25]([C:28]4[C:29]([C:34]([O:36]C(C)(C)C)=[O:35])=[CH:30][CH:31]=[CH:32][CH:33]=4)=[CH:24][CH:23]=3)[C:13]=2[CH:41]=1)[C:2]1[CH:7]=[CH:6][CH:5]=[CH:4][CH:3]=1.FC(F)(F)C(O)=O>>[CH2:1]([N:8]([CH3:42])[C:9]1[CH:10]=[CH:11][C:12]2[N:16]=[C:15]([CH2:17][CH2:18][CH2:19][CH3:20])[N:14]([CH2:21][C:22]3[CH:23]=[CH:24][C:25]([C:28]4[C:29]([C:34]([OH:36])=[O:35])=[CH:30][CH:31]=[CH:32][CH:33]=4)=[CH:26][CH:27]=3)[C:13]=2[CH:41]=1)[C:2]1[CH:3]=[CH:4][CH:5]=[CH:6][CH:7]=1. Procedure: Prepared in analogous manner to Example 9 from tert.butyl 4'-[(6-(N-benzyl-methylamino)-2-n-butyl-benzimidazol-1-yl)-methyl]biphenyl-2-carboxylate and trifluoroacetic acid.